Dataset: the Open Reaction Database (ORD), a public repository of structured organic reaction records. Task: describe an organic reaction: reactants, conditions, products, and yield The reactants are Cc1ccc(-c2c(OCCO)nn(C)c2NS(=O)(=O)c2ccc(C(C)(C)C)cc2)cc1, C1CCOC1, O=[N+]([O-])c1cnc(Cl)nc1, [H-], [Na+]. Yields the product Cc1ccc(-c2c(OCCOc3ncc([N+](=O)[O-])cn3)nn(C)c2NS(=O)(=O)c2ccc(C(C)(C)C)cc2)cc1. Reaction SMILES: [C:1]([CH3:2])([CH3:3])([CH3:4])[c:5]1[cH:6][cH:7][c:8]([S:11](=[O:12])(=[O:13])[NH:14][c:15]2[c:16](-[c:25]3[cH:26][cH:27][c:28]([CH3:31])[cH:29][cH:30]3)[c:17]([O:21][CH2:22][CH2:23][OH:24])[n:18][n:19]2[CH3:20])[cH:9][cH:10]1.[CH2:44]1[O:45][CH2:46][CH2:47][CH2:48]1.[Cl:34][c:35]1[n:36][cH:37][c:38]([N+:41](=[O:42])[O-:43])[cH:39][n:40]1.[H-:32].[Na+:33]>>[C:1]([CH3:2])([CH3:3])([CH3:4])[c:5]1[cH:6][cH:7][c:8]([S:11](=[O:12])(=[O:13])[NH:14][c:15]2[c:16](-[c:25]3[cH:26][cH:27][c:28]([CH3:31])[cH:29][cH:30]3)[c:17]([O:21][CH2:22][CH2:23][O:24][c:35]3[n:36][cH:37][c:38]([N+:41](=[O:42])[O-:43])[cH:39][n:40]3)[n:18][n:19]2[CH3:20])[cH:9][cH:10]1.